This data is from the Open Reaction Database (ORD), a public repository of structured organic reaction records. The task is: describe an organic reaction: reactants, conditions, products, and yield Product: Cc1ccc(CN2C(=O)c3ccccc3C2=O)cc1C. RXN SMILES: [CH3:1][c:2]1[cH:3][c:4]([CH2:5][Cl:6])[cH:7][cH:8][c:9]1[CH3:10].[K:11].[O:12]=[C:13]1[NH:14][C:15](=[O:16])[c:17]2[cH:18][cH:19][cH:20][cH:21][c:22]21.[O:23]=[CH:24][N:25]([CH3:26])[CH3:27]>>[CH3:1][c:2]1[cH:3][c:4]([CH2:5][N:14]2[C:13](=[O:12])[c:22]3[c:17]([cH:18][cH:19][cH:20][cH:21]3)[C:15]2=[O:16])[cH:7][cH:8][c:9]1[CH3:10]. Reactants: Cc1ccc(CCl)cc1C, [K], O=C1NC(=O)c2ccccc21, CN(C)C=O.